From a dataset of the Open Reaction Database (ORD), a public repository of structured organic reaction records. describe an organic reaction: reactants, conditions, products, and yield Starting materials: CC1CN(C(=O)OC(C)(C)C)C(C)CN1, O=C([O-])[O-], CCOC(C)=O, Cc1cc([N+](=O)[O-])cnc1Cl, [K+], [K+], CN(C)C=O, O. The product is Cc1cc([N+](=O)[O-])cnc1N1CC(C)N(C(=O)OC(C)(C)C)CC1C. As a reaction SMILES: [C:12](=[O:13])([O:14][C:15]([CH3:16])([CH3:17])[CH3:18])[N:19]1[CH:20]([CH3:26])[CH2:21][NH:22][CH:23]([CH3:25])[CH2:24]1.[C:27](=[O:28])([O-:29])[O-:30].[CH3:33][CH2:34][O:35][C:36]([CH3:37])=[O:38].[Cl:1][c:2]1[n:3][cH:4][c:5]([N+:9](=[O:10])[O-:11])[cH:6][c:7]1[CH3:8].[K+:31].[K+:32].[O:39]=[CH:40][N:41]([CH3:42])[CH3:43].[OH2:44]>>[c:2]1([N:22]2[CH2:21][CH:20]([CH3:26])[N:19]([C:12](=[O:13])[O:14][C:15]([CH3:16])([CH3:17])[CH3:18])[CH2:24][CH:23]2[CH3:25])[n:3][cH:4][c:5]([N+:9](=[O:10])[O-:11])[cH:6][c:7]1[CH3:8]. Starting materials: N[C@@H](C)C(=O)OC.Cl (L-Ala-OMe HCl), C(C)C1=CC=C(C=C1)S(=O)(=O)O (4-Ethylbenzenesulfonic acid). Solvent: C(C)(=O)OC (methyl acetate). The product is C(C)C1=CC=C(C=C1)S(=O)(=O)O.COC([C@@H](N)C)=O (L-alanine methyl ester 4-ethylbenzenesulfonate). The yield is 50.2%. As a reaction SMILES: [NH2:1][C@H:2]([C:4]([O:6][CH3:7])=[O:5])[CH3:3].Cl.[CH2:9]([C:11]1[CH:16]=[CH:15][C:14]([S:17]([OH:20])(=[O:19])=[O:18])=[CH:13][CH:12]=1)[CH3:10]>C(OC)(=O)C>[CH2:9]([C:11]1[CH:12]=[CH:13][C:14]([S:17]([OH:20])(=[O:18])=[O:19])=[CH:15][CH:16]=1)[CH3:10].[CH3:7][O:6][C:4](=[O:5])[C@H:2]([CH3:3])[NH2:1] |f:0.1,4.5|. Reported procedure: L-Ala-OMe HCl salt (1.00 g, 7.16 mmol) was suspended in methyl acetate (15 ml). 4-Ethylbenzenesulfonic acid (4-EBS) (1.60 g, 8.57 mmol) was added, and the mixture was stirred for dissolution. This solution was concentrated under reduced pressure, methyl acetate (15 ml) was added, and the mixture was concentrated twice under reduced pressure. The obtained concentrate was cooled in a refrigerator. Since partial crystallization occurred, methyl acetate (15 ml) was added to dissolve the crystals at ... The reactants are BrC1=CC2=C([C@]3(CCC(N[C@@H]3CC2)=O)C)C=C1 ((+)-(4aR)-(10bR)-8-bromo-10b-methyl-1,2,3,4,4a,5,6,10b-octahydrobenzo[f]quinolin-3-one), C1(=CC=CC=C1)P(C1=CC=CC=C1)C1=CC=CC=C1 (triphenyl phosphine), [OH-].[Na+] (sodium hydroxide), C(C=C)C1=CC=CC=C1 (allylbenzene), B1C2CCCC1CCC2 (9-BBN), C(O)CN (ethanolamine). Reagents/catalysts: [Pd].C1(=CC=CC=C1)P(C1=CC=CC=C1)C1=CC=CC=C1.C1(=CC=CC=C1)P(C1=CC=CC=C1)C1=CC=CC=C1.C1(=CC=CC=C1)P(C1=CC=CC=C1)C1=CC=CC=C1.C1(=CC=CC=C1)P(C1=CC=CC=C1)C1=CC=CC=C1 (tetrakis(triphenylphosphine) palladium(0)). Solvent: C(C)(=O)OCC (ethyl acetate), C1CCOC1 (THF), C1CCOC1 (THF), C1CCOC1 (THF). Reaction conditions: time 1 hour. Yields the product CN1C(CC[C@@]2(C3=C(CC[C@@H]12)C=C(C=C3)CCCC3=CC=CC=C3)C)=O ((+)-(4aR)-(10bR)-4-methyl-8-(3-phenylpropyl)-10b-methyl-1,2,3,4,4a,5,6,10b-octahydrobenzo[f]quinolin-3-one). Isolated yield 56.7%. Reaction SMILES: [CH2:1]([C:4]1[CH:9]=[CH:8][CH:7]=[CH:6][CH:5]=1)[CH:2]=[CH2:3].B1C2CCC[CH:11]1CCC2.Br[C:20]1[CH:35]=[CH:34][C:23]2[C@:24]3([CH3:33])[C@@H:29]([CH2:30][CH2:31][C:22]=2[CH:21]=1)[NH:28][C:27](=[O:32])[CH2:26][CH2:25]3.C1(P(C2C=CC=CC=2)C2C=CC=CC=2)C=CC=CC=1.[OH-].[Na+].C(CN)O>C1COCC1.[Pd].C1(P(C2C=CC=CC=2)C2C=CC=CC=2)C=CC=CC=1.C1(P(C2C=CC=CC=2)C2C=CC=CC=2)C=CC=CC=1.C1(P(C2C=CC=CC=2)C2C=CC=CC=2)C=CC=CC=1.C1(P(C2C=CC=CC=2)C2C=CC=CC=2)C=CC=CC=1.C(OCC)(=O)C>[CH3:11][N:28]1[C@H:29]2[C@@:24]([CH3:33])([C:23]3[CH:34]=[CH:35][C:20]([CH2:3][CH2:2][CH2:1][C:4]4[CH:9]=[CH:8][CH:7]=[CH:6][CH:5]=4)=[CH:21][C:22]=3[CH2:31][CH2:30]2)[CH2:25][CH2:26][C:27]1=[O:32] |f:4.5,8.9.10.11.12|. Procedure details: To a solution of allylbenzene (106 mg, 0.89 mmol) in 0.5 mL of THF was added 9-BBN (0.89 mmol, 1 eguiv) in THF, at 0°. Let stir for 1 h, warming to 5°. To the mixture was added (+)-(4aR)-(10bR)-8-bromo-10b-methyl-1,2,3,4,4a,5,6,10b-octahydrobenzo[f]quinolin-3-one (250 mg, 0.812 mmol), triphenyl phosphine (42 mg, 0.16 equiv.), tetrakis(triphenylphosphine) palladium(0) (19 mg, 0.02 equiv.), 1 mL of 3N sodium hydroxide solution and an additional 1 mL of THF. The resulting mixture was heated at 80° ... The reactants are C(C1=CC=CC=C1)OC[C@H]1NC(OC1C(CO)C)=O ((4R)-4-(benzyloxymethyl)-5-(1-hydroxypropan-2-yl)oxazolidin-2-one). The reagents and catalysts are [Pd] (palladium on carbon). Run in CO (methanol). Conditions: time 15 hour. Yields the product OC[C@H]1NC(OC1C(CO)C)=O ((4R)-4-(hydroxymethyl)-5-(1-hydroxypropan-2-yl)oxazolidin-2-one). Isolated yield 99.0%. RXN SMILES: C([O:8][CH2:9][C@@H:10]1[CH:14]([CH:15]([CH3:18])[CH2:16][OH:17])[O:13][C:12](=[O:19])[NH:11]1)C1C=CC=CC=1>CO.[Pd]>[OH:8][CH2:9][C@@H:10]1[CH:14]([CH:15]([CH3:18])[CH2:16][OH:17])[O:13][C:12](=[O:19])[NH:11]1. Procedure: To a solution of (4R)-4-(benzyloxymethyl)-5-(1-hydroxypropan-2-yl)oxazolidin-2-one (1.0 equiv.) in methanol, at a concentration of 0.1 M, was added 10% palladium on carbon (0.1 eq.). The resultant heterogeneous solution was put under an atmosphere of hydrogen and was stirred for 15 hours. At this time the mixture was filtered through a pad of celite eluting with methanol. The volatiles were removed in vacuo yielding (4R)-4-(hydroxymethyl)-5-(1-hydroxypropan-2-yl)oxazolidin-2-one (99%). LCMS (m/z... As a reaction SMILES: [CH2:1]([CH:2]=[CH2:3])[NH:4][CH2:5][CH:6]1[O:7][CH2:8][CH2:9][O:10]1.[Cl:23][CH2:24][C:25](=[O:26])[Cl:27].[Na+:17].[Na+:18].[O-:19][C:20](=[O:21])[O-:22].[OH2:28].[cH:11]1[cH:12][cH:13][cH:14][cH:15][cH:16]1>>[CH2:1]([CH:2]=[CH2:3])[N:4]([CH2:5][CH:6]1[O:7][CH2:8][CH2:9][O:10]1)[C:25]([CH2:24][Cl:23])=[O:26]. Starting materials: C=CCNCC1OCCO1, O=C(Cl)CCl, [Na+], [Na+], O=C([O-])[O-], O, c1ccccc1. The product is C=CCN(CC1OCCO1)C(=O)CCl. Reactants: CC(C)=O, CI, c1cncc(-c2nsnc2OCC2CC2)c1. As a reaction SMILES: [CH3:19][C:20](=[O:21])[CH3:22].[CH3:1][I:2].[CH:3]1([CH2:6][O:7][c:8]2[c:9](-[c:13]3[cH:14][n:15][cH:16][cH:17][cH:18]3)[n:10][s:11][n:12]2)[CH2:4][CH2:5]1>>[CH3:1][n+:15]1[cH:14][c:13](-[c:9]2[c:8]([O:7][CH2:6][CH:3]3[CH2:4][CH2:5]3)[n:12][s:11][n:10]2)[cH:18][cH:17][cH:16]1.[I-:2]. Yields the product C[n+]1cccc(-c2nsnc2OCC2CC2)c1, [I-].